Dataset: the Open Reaction Database (ORD), a public repository of structured organic reaction records. Task: describe an organic reaction: reactants, conditions, products, and yield Reactants: CC(C)(C)OC(=O)NC1CCC(O)C1, CN(C)C=O, [H-], CCI, [Na+]. The product is CCOC1CCC(NC(=O)OC(C)(C)C)C1. RXN SMILES: [C:1]([CH3:2])([CH3:3])([CH3:4])[O:5][C:6]([NH:7][CH:8]1[CH2:9][CH:10]([OH:13])[CH2:11][CH2:12]1)=[O:14].[CH3:20][N:21]([CH3:22])[CH:23]=[O:24].[H-:15].[I:17][CH2:18][CH3:19].[Na+:16]>>[C:1]([CH3:2])([CH3:3])([CH3:4])[O:5][C:6]([NH:7][CH:8]1[CH2:9][CH:10]([O:13][CH2:18][CH3:19])[CH2:11][CH2:12]1)=[O:14]. Starting materials: IC1=CC=C(C(=O)OCC)C=C1 (ethyl 4-iodobenzoate), C1(CCC1)C=O (cyclobutanecarbaldehyde). Run in O1CCCC1 (tetrahydrofuran). Run at temperature -40 celsius, time 40 minute. Yields the product C1(CCC1)C(C1=CC=C(C(=O)OCC)C=C1)O (ethyl 4-(cyclobutyl(hydroxy)methyl)benzoate). The yield is 51.6%. As a reaction SMILES: I[C:2]1[CH:12]=[CH:11][C:5]([C:6]([O:8][CH2:9][CH3:10])=[O:7])=[CH:4][CH:3]=1.[CH:13]1([CH:17]=[O:18])[CH2:16][CH2:15][CH2:14]1>O1CCCC1>[CH:13]1([CH:17]([OH:18])[C:2]2[CH:12]=[CH:11][C:5]([C:6]([O:8][CH2:9][CH3:10])=[O:7])=[CH:4][CH:3]=2)[CH2:16][CH2:15][CH2:14]1. Reported procedure: To a solution of ethyl 4-iodobenzoate (1.45 mL, 8.69 mmol) in anhydrous tetrahydrofuran (14.5 mL) at −40° C. was added isopropyl magnesium chloride lithium chloride complex (8.0 mL, 10.4 mmol) dropwise. The resulting brown solution was stirred for 40 min at −40° C. The crude cyclobutanecarbaldehyde (1.8 g, approximately 10.5 mmol pure) was added and the reaction was warmed to room temperature and stirred for 18 h. The reaction is then quenched with 1 N hydrochloric acid and extracted three times... Reactants: ClCC#N (chloroacetonitrile), NC=1SC=CC1C#N (2-aminothiophene-3-carbonitrile), Cl (hydrogen chloride). Run in O1CCOCC1 (dioxan). Conditions: temperature 2 celsius, time 15 hour. Product: ClC=1C2=C(N=C(N1)CCl)SC=C2 (4-chloro-2-(chloromethyl)thieno[2,3-d]pyrimidine). As a reaction SMILES: [NH2:1][C:2]1[S:3][CH:4]=[CH:5][C:6]=1[C:7]#[N:8].[Cl:9][CH2:10][C:11]#N.[ClH:13]>O1CCOCC1>[Cl:13][C:7]1[C:6]2[CH:5]=[CH:4][S:3][C:2]=2[N:1]=[C:11]([CH2:10][Cl:9])[N:8]=1. Reported procedure: 1. 17.3 g of 2-aminothiophene-3-carbonitrile are dissolved in 150 ml of dioxan. 13.3 g of chloroacetonitrile are added thereto, the mixture is cooled to 2° C., hydrogen chloride is introduced for 7 h. and the mixture is subsequently stirred at room temperature for 15 h. The reaction mixture is evaporated in a vacuum. The residue is suspended in 500 ml of water and the crystals am filtered off. There are obtained 26.2 g of crude 4-chloro-2-(chloromethyl)thieno[2,3-d]pyrimidine. Pure product of m....